Dataset: the Open Reaction Database (ORD), a public repository of structured organic reaction records. Task: describe an organic reaction: reactants, conditions, products, and yield As a reaction SMILES: C([O:4][C@@H:5]1[NH:8][C:7](=O)[C@H:6]1[NH:10][C:11](=[O:20])[CH2:12][O:13][C:14]1[CH:19]=[CH:18][CH:17]=[CH:16][CH:15]=1)(=O)C.[CH3:21][S:22]([O-:24])=[O:23].[Na+]>CO>[CH3:21][S:22]([C@@H:7]1[NH:8][C:5](=[O:4])[C@H:6]1[NH:10][C:11](=[O:20])[CH2:12][O:13][C:14]1[CH:19]=[CH:18][CH:17]=[CH:16][CH:15]=1)(=[O:24])=[O:23] |f:1.2|. Starting materials: C(C)(=O)O[C@H]1[C@@H](C(N1)=O)NC(COC1=CC=CC=C1)=O ((3S,4S)-4-acetoxy-3-phenoxyacetamido-2-oxoazetidine), CS(=O)[O-].[Na+] (sodium methylsulfinate). Yield: 41.9%. Run at time 18 hour. Yields the product CS(=O)(=O)[C@H]1[C@@H](C(N1)=O)NC(COC1=CC=CC=C1)=O ((3R,4S)-4-methylsulfonyl-3-phenoxyacetamido-2-oxoazetidine). Procedure: To a solution of 0.494 g of (3S,4S)-4-acetoxy-3-phenoxyacetamido-2-oxoazetidine in 14 ml of 50% methanol is added 0.51 g of sodium methylsulfinate and the mixture is stirred at room temperature for 18 hours. The methanol is distilled off under reduced pressure to give 222 mg of (3R,4S)-4-methylsulfonyl-3-phenoxyacetamido-2-oxoazetidine. Solvent: CO (methanol).